Dataset: the Open Reaction Database (ORD), a public repository of structured organic reaction records. Task: describe an organic reaction: reactants, conditions, products, and yield Starting materials: [N+](=O)([O-])C1=C(C=C(C=C1)C1=CC=NC=C1)OC(C)C (4-[4-nitro-3-(propan-2-yloxy)phenyl]pyridine), CI (methyl iodide), CI (methyl iodide). The solvent is C(C)#N (acetonitrile). Run at temperature 50 celsius, time 1 hour. The product is [I-].C[N+]1=CC=C(C=C1)C1=CC(=C(C=C1)[N+](=O)[O-])OC(C)C (1-methyl-4-[4-nitro-3-(propan-2-yloxy)phenyl]pyridinium iodide). Yield: 97.5%. Reaction SMILES: [N+:1]([C:4]1[CH:9]=[CH:8][C:7]([C:10]2[CH:15]=[CH:14][N:13]=[CH:12][CH:11]=2)=[CH:6][C:5]=1[O:16][CH:17]([CH3:19])[CH3:18])([O-:3])=[O:2].[CH3:20][I:21]>C(#N)C>[I-:21].[CH3:20][N+:13]1[CH:12]=[CH:11][C:10]([C:7]2[CH:8]=[CH:9][C:4]([N+:1]([O-:3])=[O:2])=[C:5]([O:16][CH:17]([CH3:19])[CH3:18])[CH:6]=2)=[CH:15][CH:14]=1 |f:3.4|. Reported procedure: A mixture of 7.35 g of 4-[4-nitro-3-(propan-2-yloxy)phenyl]pyridine and 16.1 g of methyl iodide in 150 ml of acetonitrile is heated at 50° C. (bath) for 1 h. 2.5 ml of methyl iodide are added and the heating is continued for 1 h 50. The mixture is then concentrated under vacuum, so as to obtain 11.1 g of 1-methyl-4-[4-nitro-3-(propan-2-yloxy)phenyl]pyridinium iodide. Reactants: ClC(=O)OC(C)Cl (1-Chloroethyl chloroformate), C(C1=CC=CC=C1)N1CCC(CC1)NC=1SC=C(N1)/C=C/C(=O)OCC (ethyl (2E)-3-{2-[(1-benzyl-4-piperidyl)amino]-1,3-thiazol-4-yl}acrylate). The solvent is ClCCl (dichloromethane). Reaction conditions: time 1.5 hour. Yields the product Cl.Cl.N1CCC(CC1)NC=1SC=C(N1)/C=C/C(=O)OCC (ethyl (2E)-3-[2-(4-piperidylamino)-1,3-thiazol-4-yl]acrylate dihydrochloride). RXN SMILES: [Cl:1]C(OC(Cl)C)=O.C([N:15]1[CH2:20][CH2:19][CH:18]([NH:21][C:22]2[S:23][CH:24]=[C:25](/[CH:27]=[CH:28]/[C:29]([O:31][CH2:32][CH3:33])=[O:30])[N:26]=2)[CH2:17][CH2:16]1)C1C=CC=CC=1>ClCCl>[ClH:1].[ClH:1].[NH:15]1[CH2:16][CH2:17][CH:18]([NH:21][C:22]2[S:23][CH:24]=[C:25](/[CH:27]=[CH:28]/[C:29]([O:31][CH2:32][CH3:33])=[O:30])[N:26]=2)[CH2:19][CH2:20]1 |f:3.4.5|. Procedure details: 1-Chloroethyl chloroformate (1.88 mL) was added a mixture of ethyl (2E)-3-{2-[(1-benzyl-4-piperidyl)amino]-1,3-thiazol-4-yl}acrylate (2.7 g) in dichloromethane (40 mL) at ambient temperature and the mixture was stirred at same temperature for 1.5 hour. The solvent was removed by concentration. To the residue was added an EtOH (42.7 mL) and the mixture was stirred at 70° C. for 2 hours. The reaction mixture was added 2N-ethanolic hydrogen chloride (7.3 mL) at ambient temperature and the mixture w...